This data is from the Open Reaction Database (ORD), a public repository of structured organic reaction records. The task is: describe an organic reaction: reactants, conditions, products, and yield The reactants are CC(=O)OC(C)=O, Cn1ncc2c1C(=O)C(Cl)=C(NC1CC1)C2=O, O=S(=O)(O)O. Yields the product CC(=O)N(C1=C(Cl)C(=O)c2c(cnn2C)C1=O)C1CC1. As a reaction SMILES: [CH3:23][C:24](=[O:25])[O:26][C:27](=[O:28])[CH3:29].[Cl:1][C:2]1=[C:3]([NH:14][CH:15]2[CH2:16][CH2:17]2)[C:4](=[O:13])[c:5]2[cH:6][n:7][n:8]([CH3:12])[c:9]2[C:10]1=[O:11].[S:18](=[O:19])(=[O:20])([OH:21])[OH:22]>>[Cl:1][C:2]1=[C:3]([N:14]([CH:15]2[CH2:16][CH2:17]2)[C:24]([CH3:23])=[O:25])[C:4](=[O:13])[c:5]2[cH:6][n:7][n:8]([CH3:12])[c:9]2[C:10]1=[O:11]. Reactants: CCOC(C)=O, CC(C)(Sc1ccc(O)cc1)C(=O)NC1CCCCC1, [H-], CCI, [Na+], CN(C)C=O, O. Yields the product CCOc1ccc(SC(C)(C)C(=O)NC2CCCCC2)cc1. Reaction SMILES: [CH3:32][CH2:33][O:34][C:35]([CH3:36])=[O:37].[CH:1]1([NH:7][C:8]([C:9]([CH3:10])([CH3:11])[S:12][c:13]2[cH:14][cH:15][c:16]([OH:19])[cH:17][cH:18]2)=[O:20])[CH2:2][CH2:3][CH2:4][CH2:5][CH2:6]1.[H-:25].[I:21][CH2:22][CH3:23].[Na+:24].[O:27]=[CH:28][N:29]([CH3:30])[CH3:31].[OH2:26]>>[CH:1]1([NH:7][C:8]([C:9]([CH3:10])([CH3:11])[S:12][c:13]2[cH:14][cH:15][c:16]([O:19][CH2:22][CH3:23])[cH:17][cH:18]2)=[O:20])[CH2:2][CH2:3][CH2:4][CH2:5][CH2:6]1. Starting materials: [OH-].[Na+] (NaOH), COC(=O)C=1C(=C(N2C1CC=1C=CC=CC21)CC)C(=O)OC (3-ethyl-8H-3a-aza-cyclopenta[a]indene-1,2-dicarboxylic acid dimethyl ester), [H-].[H-].[H-].[H-].[Li+].[Al+3] (LiAlH4), [H-] (hydride). The solvent is O (water), O (water), ClCCl (dichloromethane), CCOCC (ether). Run at time 15 minute. Product: C(C)C1=C(C(=C2N1C=1C=CC=CC1C2)CO)CO ((3-ethyl-2-hydroxymethyl-8H-3a-azacyclopenta[a]inden-1-yl)-methanol). RXN SMILES: C[O:2][C:3]([C:5]1[C:6]([C:19](OC)=[O:20])=[C:7]([CH2:17][CH3:18])[N:8]2[C:16]3[CH:15]=[CH:14][CH:13]=[CH:12][C:11]=3[CH2:10][C:9]=12)=O.[H-].[H-].[H-].[H-].[Li+].[Al+3].[H-].[OH-].[Na+]>ClCCl.CCOCC.O>[CH2:17]([C:7]1[N:8]2[C:16]3[CH:15]=[CH:14][CH:13]=[CH:12][C:11]=3[CH2:10][C:9]2=[C:5]([CH2:3][OH:2])[C:6]=1[CH2:19][OH:20])[CH3:18] |f:1.2.3.4.5.6,8.9|. Procedure: A solution of 3-ethyl-8H-3a-aza-cyclopenta[a]indene-1,2-dicarboxylic acid dimethyl ester (2.5 g, 8.35 mmol) in anhydrous dichloromethane (30 mL) was added dropwise to a stirred suspension of LiAlH4 (0.793 g, 20.87 mmol) in anhydrous ether (30 mL) at 0° C. The mixture was stirred for 15 min after the addition was completed. The excess hydride was carefully decomposed by the slow, sequential addition of water (1.3 mL), 15% NaOH aqueous solution (1.3 mL), and water (3.6 mL). The solid inorganic sal... Starting materials: CS(C)=O, Clc1cncc(Cl)c1Cl, [H-], COc1ccc2c(N)cc(=O)[nH]c2c1OCC1CC1, [Na+]. Product: COc1ccc2c(Nc3c(Cl)cncc3Cl)cc(=O)[nH]c2c1OCC1CC1. Reaction SMILES: [CH3:31][S:32]([CH3:33])=[O:34].[Cl:22][c:23]1[cH:24][n:25][cH:26][c:27]([Cl:30])[c:28]1[Cl:29].[H-:1].[NH2:3][c:4]1[cH:5][c:6](=[O:21])[nH:7][c:8]2[c:9]([O:16][CH2:17][CH:18]3[CH2:19][CH2:20]3)[c:10]([O:14][CH3:15])[cH:11][cH:12][c:13]12.[Na+:2]>>[NH:3]([c:4]1[cH:5][c:6](=[O:21])[nH:7][c:8]2[c:9]([O:16][CH2:17][CH:18]3[CH2:19][CH2:20]3)[c:10]([O:14][CH3:15])[cH:11][cH:12][c:13]12)[c:28]1[c:23]([Cl:22])[cH:24][n:25][cH:26][c:27]1[Cl:30]. Reactants: FC1=C(C=CC(=C1)Br)S (2-fluoro-4-bromothiophenol), ClN1NC(=CC=C1)Cl (2,6-dichloro-pyridazine), C([O-])([O-])=O.[K+].[K+] (potassium carbonate). Solvent: CC(=O)C (acetone). Product: BrC1=CC(=C(C=C1)SC=1N=NC(=CC1)OC)F (3-(4-bromo-2-fluoro-phenylsulfanyl)-6-methoxy-pyridazine). As a reaction SMILES: [F:1][C:2]1[CH:7]=[C:6]([Br:8])[CH:5]=[CH:4][C:3]=1[SH:9].Cl[N:11]1[CH:16]=[CH:15][CH:14]=[C:13](Cl)[NH:12]1.[C:18](=O)([O-])[O-:19].[K+].[K+]>CC(C)=O>[Br:8][C:6]1[CH:5]=[CH:4][C:3]([S:9][C:16]2[N:11]=[N:12][C:13]([O:19][CH3:18])=[CH:14][CH:15]=2)=[C:2]([F:1])[CH:7]=1 |f:2.3.4|. Reported procedure: A mixture of 2-fluoro-4-bromothiophenol (300 mg), 2,6-dichloro-pyridazine (149 mg), potassium carbonate (400 mg) and acetone (6 mL) was prepared and refluxed for two hours. The acetone from the mixture was evaporated and the resulting residue was dissolved in a solution of methanol (3 mL) and sodium metal (166 mg). The resulting solution was refluxed for 1 hour. Evaporation of methanol afforded 3-(4-bromo-2-fluoro-phenylsulfanyl)-6-methoxy-pyridazine, which was not isolated but was immediately u... Reactants: FC1=CC(=C(C=C1)C(C)=O)O (1-(4-fluoro-2-hydroxyphenyl)ethanone), ClCC1=CC=CC=C1 ((chloromethyl)benzene), C([O-])([O-])=O.[K+].[K+] (potassium carbonate), [I-].[K+] (potassium iodide). The solvent is CC(C)=O (2-propanone). Run at time 8 hour. Product: 11, FC1=CC(=C(C=C1)C(C)=O)OCC1=CC=CC=C1 (1-[4-fluoro-2-(phenylmethoxy)phenyl]ethanone). The yield is 58.0%. Reaction SMILES: [F:1][C:2]1[CH:7]=[CH:6][C:5]([C:8](=[O:10])[CH3:9])=[C:4]([OH:11])[CH:3]=1.Cl[CH2:13][C:14]1[CH:19]=[CH:18][CH:17]=[CH:16][CH:15]=1.C(=O)([O-])[O-].[K+].[K+].[I-].[K+]>CC(=O)C>[F:1][C:2]1[CH:7]=[CH:6][C:5]([C:8](=[O:10])[CH3:9])=[C:4]([O:11][CH2:13][C:14]2[CH:19]=[CH:18][CH:17]=[CH:16][CH:15]=2)[CH:3]=1 |f:2.3.4,5.6|. Reported procedure: A mixture of 3 parts of 1-(4-fluoro-2-hydroxyphenyl)ethanone, 14.9 parts of (chloromethyl)benzene, 16.4 parts of potassium carbonate, 0.1 parts of potassium iodide and 120 parts of 2-propanone was stirred overnight at reflux temperature. The reaction mixture was evaporated. The reaction mixture was poured into water. The product was extracted three times with trichloromethane. The combined extracts were dried, filtered and evaporated. The residue was crystallized from a mixture of 2-propanol and... As a reaction SMILES: [I:1][C:2]1[CH:7]=[CH:6][C:5]([C:8]2[NH:13][C:12](=[S:14])[N:11]3[N:15]=[CH:16][CH:17]=[C:10]3[CH:9]=2)=[CH:4][CH:3]=1.Cl.[CH3:19]O>[OH-].[Na+].CI>[I:1][C:2]1[CH:3]=[CH:4][C:5]([C:8]2[N:13]=[C:12]([S:14][CH3:19])[N:11]3[N:15]=[CH:16][CH:17]=[C:10]3[CH:9]=2)=[CH:6][CH:7]=1 |f:3.4|. Starting materials: IC1=CC=C(C=C1)C1=CC=2N(C(N1)=S)N=CC2 (5-(4-iodo-phenyl)-6H-pyrazolo[1,5-c]pyrimidine-7-thione), IC1=CC=C(C=C1)C1=CC=2N(C(N1)=S)N=CC2 (5-(4-iodo-phenyl)-6H-pyrazolo[1,5-c]pyrimidine-7-thione), CO (methanol), Cl (hydrochloric acid). Reported procedure: To a solution of 5-(4-iodo-phenyl)-6H-pyrazolo[1,5-c]pyrimidine-7-thione (compound E1)(2.09 g) in 2M aqueous NaOH (3 ml) and methanol (40 ml), methyl iodide (0.376 ml) is added at ambient temperature. After 30 min at this temperature further methyl iodide (0.376 ml) is added. After 60 min the mixture is neutralized with 2M hydrochloric acid and evaporated. The residue is partitioned between dichloromethane and water and the organic phase is washed twice with water. The organic phase is dried ove... Isolated yield 62.0%. Yields the product IC1=CC=C(C=C1)C1=CC=2N(C(=N1)SC)N=CC2 (5-(4-Iodo-phenyl)-7-methylsulfanyl-pyrazolo[1,5-c]pyrimidine). Solvent: CI (methyl iodide), [OH-].[Na+] (NaOH), CI (methyl iodide). The reactants are C(C)O[C@@H]1[C@@H](CN(C1)C1=NC=CC=N1)NC1=NC(=C(N=C1CC)C=1C(=NC(=CC1)OC)C)CC (N-[(3R,4S)4-ethoxy-1-pyrimidin-2-ylpyrrolidin-3-yl]-3,6-diethyl-5-(6-methoxy-2-methylpyridin-3-yl)pyrazin-2-amine), BrC=1SC=CN1 (2-bromo-1,3-thiazole). The product is C(C)O[C@@H]1[C@@H](CN(C1)C=1SC=CN1)NC1=NC(=C(N=C1CC)C=1C(=NC(=CC1)OC)C)CC (N-[(3R,4S)-4-ethoxy-1-(1,3-thiazol-2-yl)pyrrolidin-3-yl]-3,6-diethyl-5-(6-methoxy-2-methylpyridin-3-yl)pyrazin-2-amine). RXN SMILES: [CH2:1]([O:3][C@H:4]1[CH2:8][N:7]([C:9]2N=C[CH:12]=[CH:11][N:10]=2)[CH2:6][C@H:5]1[NH:15][C:16]1[C:21]([CH2:22][CH3:23])=[N:20][C:19]([C:24]2[C:25]([CH3:32])=[N:26][C:27]([O:30][CH3:31])=[CH:28][CH:29]=2)=[C:18]([CH2:33][CH3:34])[N:17]=1)[CH3:2].BrC1[S:37]C=CN=1>>[CH2:1]([O:3][C@H:4]1[CH2:8][N:7]([C:9]2[S:37][CH:12]=[CH:11][N:10]=2)[CH2:6][C@H:5]1[NH:15][C:16]1[C:21]([CH2:22][CH3:23])=[N:20][C:19]([C:24]2[C:25]([CH3:32])=[N:26][C:27]([O:30][CH3:31])=[CH:28][CH:29]=2)=[C:18]([CH2:33][CH3:34])[N:17]=1)[CH3:2]. Reported procedure: Following the procedure for the preparation of N-[(3R,4S)4-ethoxy-1-pyrimidin-2-ylpyrrolidin-3-yl]-3,6-diethyl-5-(6-methoxy-2-methylpyridin-3-yl)pyrazin-2-amine but substituting 2-bromo-1,3-thiazole provided the title compound as an amporphous solid: Starting materials: O=C1N(c2ccc(Br)cc2F)C(=S)C2CCCCC12O, O=C1C2=C(CCCC2)C(Cl)N1c1ccc(Br)cc1F. The product is O=C1C2=C(CCCC2)C(=S)N1c1ccc(Br)cc1F. RXN SMILES: [Br:1][c:2]1[cH:3][c:4]([F:20])[c:5]([N:8]2[C:9](=[S:19])[CH:10]3[CH2:11][CH2:12][CH2:13][CH2:14][C:15]3([OH:18])[C:16]2=[O:17])[cH:6][cH:7]1.[Br:21][c:22]1[cH:23][cH:24][c:25]([N:26]2[CH:27]([Cl:28])[C:29]3=[C:34]([CH2:33][CH2:32][CH2:31][CH2:30]3)[C:35]2=[O:36])[c:37]([F:38])[cH:39]1>>[Br:1][c:2]1[cH:3][c:4]([F:20])[c:5]([N:8]2[C:9](=[S:19])[C:10]3=[C:15]([CH2:14][CH2:13][CH2:12][CH2:11]3)[C:16]2=[O:17])[cH:6][cH:7]1.